This data is from the Open Reaction Database (ORD), a public repository of structured organic reaction records. The task is: describe an organic reaction: reactants, conditions, products, and yield Reactants: FC=1C=CC=2C3=CC=CC=C3C(N(C2C1)S(=O)(=O)C1=CC(=CC=C1)OC)C (3-fluoro-5-[(3-methoxyphenyl)sulfonyl]-6-methyl-5,6-dihydrophenanthridine), C1=CCCCC1 (cyclohexene), solution, B(Br)(Br)Br (boron tribromide). Solvent: ClCCl (dichloromethane). The product is FC=1C=CC=2C3=CC=CC=C3C(N(C2C1)S(=O)(=O)C=1C=C(C=CC1)O)C (3-[(3-Fluoro-6-methylphenanthridin-5(6H)-yl)sulfonyl]phenol). Yield: 22.9%. RXN SMILES: [F:1][C:2]1[CH:3]=[CH:4][C:5]2[C:6]3[C:11]([CH:12]([CH3:27])[N:13]([S:16]([C:19]4[CH:24]=[CH:23][CH:22]=[C:21]([O:25]C)[CH:20]=4)(=[O:18])=[O:17])[C:14]=2[CH:15]=1)=[CH:10][CH:9]=[CH:8][CH:7]=3.C1CCCCC=1.B(Br)(Br)Br>ClCCl>[F:1][C:2]1[CH:3]=[CH:4][C:5]2[C:6]3[C:11]([CH:12]([CH3:27])[N:13]([S:16]([C:19]4[CH:20]=[C:21]([OH:25])[CH:22]=[CH:23][CH:24]=4)(=[O:18])=[O:17])[C:14]=2[CH:15]=1)=[CH:10][CH:9]=[CH:8][CH:7]=3. Reported procedure: The title compound was prepared from 3-fluoro-5-[(3-methoxyphenyl)sulfonyl]-6-methyl-5,6-dihydrophenanthridine (350 mg, 0.91 mmol), cyclohexene (1.85 mL, 18 mmol), and 1.0 M solution of boron tribromide in dichloromethane (5.5 mL) according to the procedure and in the same manner as described in Example 105, step e. The volatile components were removed in vacuo and the crude residue was purified by preparative liquid chromatography on a Biotage® 40 Mi column of prepacked silica gel (90 g), eluti...